Dataset: the Open Reaction Database (ORD), a public repository of structured organic reaction records. Task: describe an organic reaction: reactants, conditions, products, and yield Reactants: CCOC(=O)CBr, CN(C)C=O, [H-], [Na+], OCc1ccsc1. The product is CCOC(=O)COCc1ccsc1. RXN SMILES: [Br:10][CH2:11][C:12](=[O:13])[O:14][CH2:15][CH3:16].[CH3:17][N:18]([CH3:19])[CH:20]=[O:21].[H-:8].[Na+:9].[s:1]1[cH:2][c:3]([CH2:6][OH:7])[cH:4][cH:5]1>>[s:1]1[cH:2][c:3]([CH2:6][O:7][CH2:11][C:12](=[O:13])[O:14][CH2:15][CH3:16])[cH:4][cH:5]1. The reactants are Br, CS(=O)(=O)Cl, ClCCl, Nc1cccnc1CN1C(=O)C2(COc3cc4c(cc32)OCCO4)c2ccccc21, c1ccncc1. Product: CS(=O)(=O)Nc1cccnc1CN1C(=O)C2(COc3cc4c(cc32)OCCO4)c2ccccc21. RXN SMILES: [BrH:1].[CH3:32][S:33]([Cl:34])(=[O:35])=[O:36].[Cl:43][CH2:44][Cl:45].[NH2:2][c:3]1[c:4]([CH2:9][N:10]2[C:11](=[O:31])[C:12]3([CH2:13][O:14][c:15]4[cH:16][c:17]5[c:18]([cH:23][c:24]43)[O:19][CH2:20][CH2:21][O:22]5)[c:25]3[cH:26][cH:27][cH:28][cH:29][c:30]32)[n:5][cH:6][cH:7][cH:8]1.[cH:37]1[cH:38][cH:39][n:40][cH:41][cH:42]1>>[NH:2]([c:3]1[c:4]([CH2:9][N:10]2[C:11](=[O:31])[C:12]3([CH2:13][O:14][c:15]4[cH:16][c:17]5[c:18]([cH:23][c:24]43)[O:19][CH2:20][CH2:21][O:22]5)[c:25]3[cH:26][cH:27][cH:28][cH:29][c:30]32)[n:5][cH:6][cH:7][cH:8]1)[S:33]([CH3:32])(=[O:35])=[O:36]. Reactants: [O-]C#N.[K+] (potassium cyanate), NC1=C(C=CC=C1)O (2-aminophenol). Solvent: O (water), C(C)(=O)O (acetic acid). Conditions: time 8 hour. The product is OC1=C(C=CC=C1)NC(=O)N (N-(2-Hydroxyphenyl)urea). Isolated yield 47.9%. Reaction SMILES: [O-:1][C:2]#[N:3].[K+].[NH2:5][C:6]1[CH:11]=[CH:10][CH:9]=[CH:8][C:7]=1[OH:12]>O.C(O)(=O)C>[OH:12][C:7]1[CH:8]=[CH:9][CH:10]=[CH:11][C:6]=1[NH:5][C:2]([NH2:3])=[O:1] |f:0.1|. Procedure details: A solution of potassium cyanate (3.94 g, 48.6 mmol) in water (30 mL) was added during 15 min. to suspension of 2-aminophenol (2.41 g, 22.1 mmol) in 50% aqueous acetic acid (160 mL). The resulting solution was allowed to stand at room temperature overnight and then extracted with ethyl ether (3 times). The combined organic extracts was concentrated to small volume and poured into cold saturated aqueous sodium hydrogen carbonate. The solid was filtered and washed with water to afford the subtitle ... Reactants: COC(C(=O)OC)C(=O)[O-] (methyl 2-methoxypropanedioate), NCCCCCCCCN=C(NC(OC(C)(C)C)=O)NC(OC(C)(C)C)=O (bis(1,1-dimethylethyl) [[(8-aminooctyl)imino]methylene]biscarbamate). Yields the product CC(C)(OC(=O)NC(=NC(=O)OC(C)(C)C)NCCCCCCCCNC(C(C(=O)OC)OC)=O)C (1-(1,1-Dimethylethyl) 16-methyl 3-[[(1,1-dimethylethoxy)carbonyl]amino]-15-methoxy-14-oxo-2,4,13-triazahexadec-2-enedioate). Isolated yield 91.9%. As a reaction SMILES: [CH3:1][O:2][CH:3]([C:8]([O-:10])=O)[C:4]([O:6][CH3:7])=[O:5].[NH2:11][CH2:12][CH2:13][CH2:14][CH2:15][CH2:16][CH2:17][CH2:18][CH2:19][N:20]=[C:21]([NH:30][C:31](=[O:37])[O:32][C:33]([CH3:36])([CH3:35])[CH3:34])[NH:22][C:23](=[O:29])[O:24][C:25]([CH3:28])([CH3:27])[CH3:26]>>[CH3:35][C:33]([CH3:36])([O:32][C:31]([NH:30][C:21]([NH:20][CH2:19][CH2:18][CH2:17][CH2:16][CH2:15][CH2:14][CH2:13][CH2:12][NH:11][C:8](=[O:10])[CH:3]([O:2][CH3:1])[C:4]([O:6][CH3:7])=[O:5])=[N:22][C:23]([O:24][C:25]([CH3:26])([CH3:27])[CH3:28])=[O:29])=[O:37])[CH3:34]. Procedure: By following a procedure analogous to the method of Preparation 18, using 3.5 g (23.65.10-3 mol) of methyl 2-methoxypropanedioate and 7 g (18.1.10-3 mol) of bis(1,1-dimethylethyl) [[(8-aminooctyl)imino]methylene]biscarbamate as the starting materials, 8.6 g (yield=95%) of the expected product are obtained in the form of a yellow oil. Yields the product COc1c(N(C)C)cc(CC(C#N)=CNc2ccccc2)cc1N(C)C(C)=O. RXN SMILES: [CH3:1][N:2]([c:3]1[c:4]([O:21][CH3:22])[c:5]([N:6]([C:7]([CH3:8])=[O:9])[CH3:10])[cH:11][c:12]([CH:14]([OH:15])[CH2:16][S:17]([CH3:18])(=[O:19])=[O:20])[cH:13]1)[CH3:23].[CH3:35][S:36]([CH3:37])=[O:38].[NH:24]([c:25]1[cH:26][cH:27][cH:28][cH:29][cH:30]1)[CH2:31][CH2:32][C:33]#[N:34]>>[CH3:1][N:2]([c:3]1[c:4]([O:21][CH3:22])[c:5]([N:6]([C:7]([CH3:8])=[O:9])[CH3:10])[cH:11][c:12]([CH2:14][C:32](=[CH:31][NH:24][c:25]2[cH:26][cH:27][cH:28][cH:29][cH:30]2)[C:33]#[N:34])[cH:13]1)[CH3:23]. Starting materials: COc1c(N(C)C)cc(C(O)CS(C)(=O)=O)cc1N(C)C(C)=O, CS(C)=O, N#CCCNc1ccccc1. Starting materials: Nc1ncc(Br)cc1-c1cc2c(Cl)ccc(F)c2cn1, O=C([O-])[O-], C1COCCO1, [K+], [K+], O, OB(O)c1ccsc1. Yields the product Nc1ncc(-c2ccsc2)cc1-c1cc2c(Cl)ccc(F)c2cn1. RXN SMILES: [Br:1][c:2]1[cH:3][c:4](-[c:9]2[n:10][cH:11][c:12]3[c:13]([F:20])[cH:14][cH:15][c:16]([Cl:19])[c:17]3[cH:18]2)[c:5]([NH2:8])[n:6][cH:7]1.[C:29](=[O:30])([O-:31])[O-:32].[CH2:35]1[O:36][CH2:37][CH2:38][O:39][CH2:40]1.[K+:33].[K+:34].[OH2:41].[s:21]1[cH:22][c:23]([B:26]([OH:27])[OH:28])[cH:24][cH:25]1>>[c:2]1(-[c:23]2[cH:22][s:21][cH:25][cH:24]2)[cH:3][c:4](-[c:9]2[n:10][cH:11][c:12]3[c:13]([F:20])[cH:14][cH:15][c:16]([Cl:19])[c:17]3[cH:18]2)[c:5]([NH2:8])[n:6][cH:7]1.